This data is from the Open Reaction Database (ORD), a public repository of structured organic reaction records. The task is: describe an organic reaction: reactants, conditions, products, and yield Starting materials: Cc1c(COc2ccc3oc(CO)cc3c2)oc2cccc(OCC3CCCN(Cc4cccnc4)C3)c12, CC(=O)OC(C)=O, CCOC(C)=O, c1ccncc1. The product is CC(=O)OCc1cc2cc(OCc3oc4cccc(OCC5CCCN(Cc6cccnc6)C5)c4c3C)ccc2o1. As a reaction SMILES: [CH3:1][c:2]1[c:3]([CH2:26][O:27][c:28]2[cH:29][cH:30][c:31]3[c:32]([cH:33][c:34]([CH2:36][OH:37])[o:35]3)[cH:38]2)[o:4][c:5]2[c:6]1[c:7]([O:11][CH2:12][CH:13]1[CH2:14][N:15]([CH2:19][c:20]3[cH:21][n:22][cH:23][cH:24][cH:25]3)[CH2:16][CH2:17][CH2:18]1)[cH:8][cH:9][cH:10]2.[CH3:39][C:40](=[O:41])[O:42][C:43](=[O:44])[CH3:45].[CH3:52][CH2:53][O:54][C:55](=[O:56])[CH3:57].[cH:46]1[cH:47][cH:48][n:49][cH:50][cH:51]1>>[CH3:1][c:2]1[c:3]([CH2:26][O:27][c:28]2[cH:29][cH:30][c:31]3[c:32]([cH:33][c:34]([CH2:36][O:37][C:40]([CH3:39])=[O:41])[o:35]3)[cH:38]2)[o:4][c:5]2[c:6]1[c:7]([O:11][CH2:12][CH:13]1[CH2:14][N:15]([CH2:19][c:20]3[cH:21][n:22][cH:23][cH:24][cH:25]3)[CH2:16][CH2:17][CH2:18]1)[cH:8][cH:9][cH:10]2. The reactants are NC1=NNC(=C1)C1=CC=C(C=C1)OC (3-amino-5-(4-methoxyphenyl)pyrazole), C1(=CC=C(C=C1)C(=O)O)C1=CC=C(C=C1)C(=O)O (biphenyl-4,4′-dicarboxylic acid). The product is COC1=CC=C(C=C1)C1=CC(=NN1)NC(=O)C1=CC=C(C=C1)C1=CC=C(C=C1)C(=O)NC1=NNC(=C1)C1=CC=C(C=C1)OC (N,N′-bis(5-(4-Methoxyphenyl)-1H-pyrazol-3-yl)biphenyl-4,4′-dicarboxamide). RXN SMILES: [NH2:1][C:2]1[CH:6]=[C:5]([C:7]2[CH:12]=[CH:11][C:10]([O:13][CH3:14])=[CH:9][CH:8]=2)[NH:4][N:3]=1.[C:15]1([C:24]2[CH:29]=[CH:28][C:27]([C:30]([OH:32])=O)=[CH:26][CH:25]=2)[CH:20]=[CH:19][C:18]([C:21]([OH:23])=O)=[CH:17][CH:16]=1>>[CH3:14][O:13][C:10]1[CH:11]=[CH:12][C:7]([C:5]2[NH:4][N:3]=[C:2]([NH:1][C:30]([C:27]3[CH:26]=[CH:25][C:24]([C:15]4[CH:16]=[CH:17][C:18]([C:21]([NH:1][C:2]5[CH:6]=[C:5]([C:7]6[CH:12]=[CH:11][C:10]([O:13][CH3:14])=[CH:9][CH:8]=6)[NH:4][N:3]=5)=[O:23])=[CH:19][CH:20]=4)=[CH:29][CH:28]=3)=[O:32])[CH:6]=2)=[CH:8][CH:9]=1. Procedure details: Compound 474 was prepared from 3-amino-5-(4-methoxyphenyl)pyrazole and biphenyl-4,4′-dicarboxylic acid. [M+H]+ calcd for C34H29N6O4: 585.23; found: 585.01.